From a dataset of the Open Reaction Database (ORD), a public repository of structured organic reaction records. describe an organic reaction: reactants, conditions, products, and yield Product: CCOC(=O)c1ccc(NCCO[Si](C)(C)C(C)(C)C)cc1. Reactants: CC(C)(C)[Si](C)(C)OCC=O, CC(=O)O[BH-](OC(C)=O)OC(C)=O, O=C([O-])O, CCOC(=O)c1ccc(N)cc1, ClCCl, [Na+], [Na+]. Reaction SMILES: [C:1]([CH3:2])([CH3:3])([CH3:4])[Si:5]([O:6][CH2:7][CH:8]=[O:9])([CH3:10])[CH3:11].[C:24]([O:25][BH-:26]([O:27][C:28](=[O:29])[CH3:30])[O:31][C:32](=[O:33])[CH3:34])(=[O:35])[CH3:36].[C:38](=[O:39])([O-:40])[OH:41].[CH3:12][CH2:13][O:14][C:15](=[O:16])[c:17]1[cH:18][cH:19][c:20]([NH2:21])[cH:22][cH:23]1.[Cl:43][CH2:44][Cl:45].[Na+:37].[Na+:42]>>[C:1]([CH3:2])([CH3:3])([CH3:4])[Si:5]([O:6][CH2:7][CH2:8][NH:21][c:20]1[cH:19][cH:18][c:17]([C:15]([O:14][CH2:13][CH3:12])=[O:16])[cH:23][cH:22]1)([CH3:10])[CH3:11].